describe an organic reaction: reactants, conditions, products, and yield From a dataset of the Open Reaction Database (ORD), a public repository of structured organic reaction records. Reactants: COCCCOc1cc(C(=O)N(CC2CN(C(=O)OC(C)(C)C)CC2CO)C(C)C)ccc1C, C1CCOC1, CCOC(=O)N=NC(=O)OCC, O=C1NC(=O)c2ccccc21, O, c1ccc(P(c2ccccc2)c2ccccc2)cc1. The product is COCCCOc1cc(C(=O)N(CC2CN(C(=O)OC(C)(C)C)CC2CN2C(=O)c3ccccc3C2=O)C(C)C)ccc1C. RXN SMILES: [C:13]([CH3:14])([CH3:15])([CH3:16])[O:17][C:18](=[O:19])[N:20]1[CH2:21][CH:22]([CH2:45][OH:46])[CH:23]([CH2:25][N:26]([C:27]([c:28]2[cH:29][c:30]([O:35][CH2:36][CH2:37][CH2:38][O:39][CH3:40])[c:31]([CH3:34])[cH:32][cH:33]2)=[O:41])[CH:42]([CH3:43])[CH3:44])[CH2:24]1.[CH2:77]1[O:78][CH2:79][CH2:80][CH2:81]1.[O:1]=[C:2]([O:3][CH2:4][CH3:5])[N:6]=[N:7][C:8]([O:9][CH2:10][CH3:11])=[O:12].[O:47]=[C:48]1[NH:49][C:50](=[O:51])[c:52]2[cH:53][cH:54][cH:55][cH:56][c:57]21.[OH2:82].[c:58]1([P:59]([c:60]2[cH:61][cH:62][cH:63][cH:64][cH:65]2)[c:66]2[cH:67][cH:68][cH:69][cH:70][cH:71]2)[cH:72][cH:73][cH:74][cH:75][cH:76]1>>[C:13]([CH3:14])([CH3:15])([CH3:16])[O:17][C:18](=[O:19])[N:20]1[CH2:21][CH:22]([CH2:45][N:49]2[C:48](=[O:47])[c:57]3[c:52]([cH:53][cH:54][cH:55][cH:56]3)[C:50]2=[O:51])[CH:23]([CH2:25][N:26]([C:27]([c:28]2[cH:29][c:30]([O:35][CH2:36][CH2:37][CH2:38][O:39][CH3:40])[c:31]([CH3:34])[cH:32][cH:33]2)=[O:41])[CH:42]([CH3:43])[CH3:44])[CH2:24]1. Starting materials: CO, COC(=O)C(=Cc1sc(C)nc1C)NC(=O)c1ccc(C(O)CCc2cccc(O)c2)cc1Cl, CO, [Na+], C1CCOC1, C1CCOC1, [OH-], O. Product: Cc1nc(C)c(C=C(NC(=O)c2ccc(C(O)CCc3cccc(O)c3)cc2Cl)C(=O)O)s1. As a reaction SMILES: [CH3:38][OH:39].[CH3:3][O:4][C:5]([C:6](=[CH:7][c:8]1[c:9]([CH3:14])[n:10][c:11]([CH3:13])[s:12]1)[NH:15][C:16]([c:17]1[c:18]([Cl:34])[cH:19][c:20]([CH:23]([CH2:24][CH2:25][c:26]2[cH:27][c:28]([OH:32])[cH:29][cH:30][cH:31]2)[OH:33])[cH:21][cH:22]1)=[O:35])=[O:36].[CH3:50][OH:51].[Na+:2].[O:40]1[CH2:41][CH2:42][CH2:43][CH2:44]1.[O:45]1[CH2:46][CH2:47][CH2:48][CH2:49]1.[OH-:1].[OH2:37]>>[O:4]=[C:5]([C:6](=[CH:7][c:8]1[c:9]([CH3:14])[n:10][c:11]([CH3:13])[s:12]1)[NH:15][C:16]([c:17]1[c:18]([Cl:34])[cH:19][c:20]([CH:23]([CH2:24][CH2:25][c:26]2[cH:27][c:28]([OH:32])[cH:29][cH:30][cH:31]2)[OH:33])[cH:21][cH:22]1)=[O:35])[OH:36]. The reactants are CC(C)(N)c1ccccc1, CCN=C=NCCCN(C)C, COCOc1cc(C(=O)O)ccc1C=O, Cl, CN(C)C=O, O. Yields the product COCOc1cc(C(=O)NC(C)(C)c2ccccc2)ccc1C=O. Reaction SMILES: [C:27]([CH3:28])([CH3:29])([c:30]1[cH:31][cH:32][cH:33][cH:34][cH:35]1)[NH2:36].[CH3:16][CH2:17][N:18]=[C:19]=[N:20][CH2:21][CH2:22][CH2:23][N:24]([CH3:25])[CH3:26].[CH:1](=[O:2])[c:3]1[c:4]([O:12][CH2:13][O:14][CH3:15])[cH:5][c:6]([C:7](=[O:8])[OH:9])[cH:10][cH:11]1.[ClH:37].[O:38]=[CH:39][N:40]([CH3:41])[CH3:42].[OH2:43]>>[CH:1](=[O:2])[c:3]1[c:4]([O:12][CH2:13][O:14][CH3:15])[cH:5][c:6]([C:7](=[O:9])[NH:36][C:27]([CH3:28])([CH3:29])[c:30]2[cH:31][cH:32][cH:33][cH:34][cH:35]2)[cH:10][cH:11]1. Reactants: O (water), C[Mg]Br (Methyl magnesium bromide), solution, C(=O)C1=CN=CN1C (5-formyl-1-methylimidazole). Run in C(C)OCC (diethyl ether), C1CCOC1 (THF). Reaction conditions: temperature -20 celsius. Yields the product OC(C)C1=CN=CN1C (5-(1-Hydroxyethyl)-1-methylimidazole). Isolated yield 88.0%. RXN SMILES: [CH3:1][Mg]Br.[CH:4]([C:6]1[N:10]([CH3:11])[CH:9]=[N:8][CH:7]=1)=[O:5].O>C(OCC)C.C1COCC1>[OH:5][CH:4]([C:6]1[N:10]([CH3:11])[CH:9]=[N:8][CH:7]=1)[CH3:1]. Procedure details: Methyl magnesium bromide (100 ml of a 3M solution in diethyl ether, 0.30 mol) was added dropwise to a solution of 5-formyl-1-methylimidazole (14.5 g, 0.13 mol) in THF (750 ml) cooled to −20° C. such that the reaction temperature was kept below 3° C. The mixture was allowed to warm to ambient temperature and water (150 ml) was carefully added. The aqueous mixture was continuously extracted with EtOAc. The EtOAc extract was dried, and the volatiles removed by evaporation to give the title compound... Starting materials: [OH-].[K+] (potassium hydroxide), BrC=1N(C(=NN1)SCC(=O)O)C1=CC=C(C2=CC=CC=C12)C1CC1 (2-(5-bromo-4-(1-cyclopropylnaphthalen-4-yl)-4H-1,2,4-triazol-3-ylthio)acetic acid). Solvent: C(C)O (ethanol). Conditions: temperature 10 celsius, time 10 minute. The product is BrC=1N(C(=NN1)SCC(=O)[O-])C1=CC=C(C2=CC=CC=C12)C1CC1.[K+] (potassium 2-(5-bromo-4-(4-cyclopropylnaphthalen-1-yl)-4H-1,2,4-triazol-3-ylthio)acetate). Reaction SMILES: [OH-].[K+:2].[Br:3][C:4]1[N:5]([C:14]2[C:23]3[C:18](=[CH:19][CH:20]=[CH:21][CH:22]=3)[C:17]([CH:24]3[CH2:26][CH2:25]3)=[CH:16][CH:15]=2)[C:6]([S:9][CH2:10][C:11]([OH:13])=[O:12])=[N:7][N:8]=1>C(O)C>[Br:3][C:4]1[N:5]([C:14]2[C:23]3[C:18](=[CH:19][CH:20]=[CH:21][CH:22]=3)[C:17]([CH:24]3[CH2:26][CH2:25]3)=[CH:16][CH:15]=2)[C:6]([S:9][CH2:10][C:11]([O-:13])=[O:12])=[N:7][N:8]=1.[K+:2] |f:0.1,4.5|. Reported procedure: Aqueous potassium hydroxide solution (1M, 2.0 mL, 2.0 mmol) was added dropwise over mins to a solution of 2-(5-bromo-4-(1-cyclopropylnaphthalen-4-yl)-4H-1,2,4-triazol-3-ylthio)acetic acid (810 mg, 2.0 mmol) in ethanol (10 mL) at 10° C. The mixture was stirred at 10° C. for a further 10 mins. Volatile solvents were removed in vacuo to dryness to provide potassium 2-(5-bromo-4-(4-cyclopropylnaphthalen-1-yl)-4H-1,2,4-triazol-3-ylthio)acetate as a solid, (884 mg, 100%). Isolated yield 90.0%. RXN SMILES: C([O:3][C:4](=[O:23])[CH2:5][N:6]1[CH2:11][CH2:10][CH:9]([C:12](=[O:22])[C:13]2[CH:18]=[CH:17][C:16]([O:19][CH3:20])=[C:15]([CH3:21])[CH:14]=2)[CH2:8][CH2:7]1)C.[Li+].[OH-].[Li+].[Cl-]>C1COCC1.CO>[CH3:20][O:19][C:16]1[CH:17]=[CH:18][C:13]([C:12]([CH:9]2[CH2:10][CH2:11][N:6]([CH2:5][C:4]([OH:23])=[O:3])[CH2:7][CH2:8]2)=[O:22])=[CH:14][C:15]=1[CH3:21] |f:1.2,3.4|. Procedure: To a stirred solution of [4-(4-methoxy-3-methyl-benzoyl)-piperidin-1-yl]-acetic acid ethyl ester (0.19 g, 0.60 mmol) in 6 mL of THF and 2 mL of MeOH, was added LiOH (0.13 g, 3.0 mmol in 3 mL of water). After 1.5 hours at ambient temperature the solvent was removed in vacuo, then diluted with 20 mL of water (pH 14). The residue was treated with 12 mL of 1N HCl (pH 4), frozen at −78° C. then lyophilized for 24 hours to yield the title product (0.17 g, 0.54 mmol, 90%) with LiCl salt. MS (ESI) m/z 2... The solvent is C1CCOC1 (THF), CO (MeOH). Run at temperature -78 celsius, time 24 hour. The product is COC1=C(C=C(C(=O)C2CCN(CC2)CC(=O)O)C=C1)C ([4-(4-Methoxy-3-methyl-benzoyl)-piperidin-1-yl]-acetic acid). The reactants are C(C)OC(CN1CCC(CC1)C(C1=CC(=C(C=C1)OC)C)=O)=O ([4-(4-methoxy-3-methyl-benzoyl)-piperidin-1-yl]-acetic acid ethyl ester), [Li+].[OH-] (LiOH), [Li+].[Cl-] (LiCl).